Dataset: the Open Reaction Database (ORD), a public repository of structured organic reaction records. Task: describe an organic reaction: reactants, conditions, products, and yield Reactants: CCc1c(C(=O)OC)cn(S(=O)(=O)c2ccccc2)c1Br, CC(C)C[Al+]CC(C)C, Cc1ccccc1, [H-]. The product is CCc1c(CO)cn(S(=O)(=O)c2ccccc2)c1Br. Reaction SMILES: [Br:1][c:2]1[c:3]([CH2:20][CH3:21])[c:4]([C:16](=[O:17])[O:18][CH3:19])[cH:5][n:6]1[S:7](=[O:8])(=[O:9])[c:10]1[cH:11][cH:12][cH:13][cH:14][cH:15]1.[CH2:23]([Al+:24][CH2:25][CH:26]([CH3:27])[CH3:28])[CH:29]([CH3:30])[CH3:31].[CH3:32][c:33]1[cH:34][cH:35][cH:36][cH:37][cH:38]1.[H-:22]>>[Br:1][c:2]1[c:3]([CH2:20][CH3:21])[c:4]([CH2:16][OH:17])[cH:5][n:6]1[S:7](=[O:8])(=[O:9])[c:10]1[cH:11][cH:12][cH:13][cH:14][cH:15]1. Reactants: [Si](C)(C)(C(C)(C)C)OC1=C2C(OCC2=C(C(=C1C/C=C(/C(CC(=O)OCC)CCCO[Si](C)(C)C(C)(C)C)\C)OC)C)=O (Ethyl (E) 6-(4-tert-butyldimethylsilyloxy-1,3-dihydro-6-methoxy -7-methyl-3-oxo-isobenzofuran-5-yl)-3-(3-tert-butyldimethylsilyloxypropyl) -4-methylhex-4-enoate). RXN SMILES: [Si:1]([O:8][C:9]1[C:17]([CH2:18]/[CH:19]=[C:20](\[CH3:39])/[CH:21]([CH2:28][CH2:29][CH2:30][O:31][Si](C(C)(C)C)(C)C)[CH2:22][C:23]([O:25][CH2:26][CH3:27])=[O:24])=[C:16]([O:40][CH3:41])[C:15]([CH3:42])=[C:14]2[C:10]=1[C:11](=[O:43])[O:12][CH2:13]2)([C:4]([CH3:7])([CH3:6])[CH3:5])([CH3:3])[CH3:2]>C(#N)C>[Si:1]([O:8][C:9]1[C:17]([CH2:18]/[CH:19]=[C:20](\[CH3:39])/[CH:21]([CH2:28][CH2:29][CH2:30][OH:31])[CH2:22][C:23]([O:25][CH2:26][CH3:27])=[O:24])=[C:16]([O:40][CH3:41])[C:15]([CH3:42])=[C:14]2[C:10]=1[C:11](=[O:43])[O:12][CH2:13]2)([C:4]([CH3:5])([CH3:7])[CH3:6])([CH3:3])[CH3:2]. The solvent is C(C)#N (acetonitrile), C(C)#N (acetonitrile). Product: [Si](C)(C)(C(C)(C)C)OC1=C2C(OCC2=C(C(=C1C/C=C(/C(CC(=O)OCC)CCCO)\C)OC)C)=O (ethyl (E) 6-(4-tert-butyldimethylsilyloxy-1,3-dihydro-6-methoxy-7-methyl-3-oxo-isobenzofuran -5-yl)-3-(3-hydroxypropyl)-4-methylhex-4-enoate). The yield is 87.7%. Procedure: Ethyl (E) 6-(4-tert-butyldimethylsilyloxy-1,3-dihydro-6-methoxy -7-methyl-3-oxo-isobenzofuran-5-yl)-3-(3-tert-butyldimethylsilyloxypropyl) -4-methylhex-4-enoate (2.92 g) was dissolved in acetonitrile (50 ml). To this was added a solution of 40% aqueous HF (5 ml) in acetonitrile (45 ml), and the reaction mixture stirred for 10 minutes. Most of the acetonitrile was then evaporated, and the remaining solution diluted with ether. The ether was washed with water, saturated sodium bicarbonate (3×), br... Reaction conditions: time 10 minute. Reactants: CC(=O)Oc1cc(C)ccc1C(O)=S, O=C(Cl)C(=O)Cl, ClCCl, Nc1cccnc1C(=O)Nc1ccc(Cl)cn1, CN(C)C=O. Yields the product CC(=O)Oc1cc(C)ccc1C(=S)Nc1cccnc1C(=O)Nc1ccc(Cl)cn1. Reaction SMILES: [C:1]([CH3:2])(=[O:3])[O:4][c:5]1[c:6]([C:7](=[S:8])[OH:9])[cH:10][cH:11][c:12]([CH3:14])[cH:13]1.[Cl:20][C:21]([C:22]([Cl:23])=[O:24])=[O:25].[Cl:43][CH2:44][Cl:45].[NH2:26][c:27]1[c:28]([C:33](=[O:34])[NH:35][c:36]2[n:37][cH:38][c:39]([Cl:42])[cH:40][cH:41]2)[n:29][cH:30][cH:31][cH:32]1.[O:15]=[CH:16][N:17]([CH3:18])[CH3:19]>>[C:1]([CH3:2])(=[O:3])[O:4][c:5]1[c:6]([C:7](=[S:8])[NH:26][c:27]2[c:28]([C:33](=[O:34])[NH:35][c:36]3[n:37][cH:38][c:39]([Cl:42])[cH:40][cH:41]3)[n:29][cH:30][cH:31][cH:32]2)[cH:10][cH:11][c:12]([CH3:14])[cH:13]1. Run in CC(C)O (2-propanol). The yield is 87.1%. Reaction conditions: temperature 80 celsius, time 12 hour. Reported procedure: 4-((6-Fluoropyridin-3-yl)oxy)-2-(1-methyl-1H-pyrazol-4-yl)pyridine (0.99 g, 3.66 mmol) was dissolved in 2-propanol (7.3 mL) in a screw-cap reaction vessel. Hydrazine hydrate (64%) (0.9 mL, 18.3 mmol) was added, the vessel was sealed, and the reaction mixture was stirred at 80° C. for 12 h. The mixture was partitioned between sat. aqueous NaHCO3 (aq) (30 mL) and EtOAc (30 mL). The organic phase was collected and the aqueous phase was extracted with EtOAc (4×30 mL). The combined organics were drie... Product: N(N)C1=CC=C(C=N1)OC1=CC(=NC=C1)C=1C=NN(C1)C (4-((6-hydrazinylpyridin-3-yl)oxy)-2-(1-methyl-1H-pyrazol-4-yl)pyridine). As a reaction SMILES: F[C:2]1[N:7]=[CH:6][C:5]([O:8][C:9]2[CH:14]=[CH:13][N:12]=[C:11]([C:15]3[CH:16]=[N:17][N:18]([CH3:20])[CH:19]=3)[CH:10]=2)=[CH:4][CH:3]=1.O.[NH2:22][NH2:23]>CC(O)C>[NH:22]([C:2]1[N:7]=[CH:6][C:5]([O:8][C:9]2[CH:14]=[CH:13][N:12]=[C:11]([C:15]3[CH:16]=[N:17][N:18]([CH3:20])[CH:19]=3)[CH:10]=2)=[CH:4][CH:3]=1)[NH2:23] |f:1.2|. The reactants are FC1=CC=C(C=N1)OC1=CC(=NC=C1)C=1C=NN(C1)C (4-((6-Fluoropyridin-3-yl)oxy)-2-(1-methyl-1H-pyrazol-4-yl)pyridine), O.NN (Hydrazine hydrate).